The task is: describe an organic reaction: reactants, conditions, products, and yield. This data is from the Open Reaction Database (ORD), a public repository of structured organic reaction records. Starting materials: COC=1C=C(C=CC1OC)S(=O)(=O)Cl (3,4-dimethoxybezenesulfonyl chloride), Cl.O.N1CCC(CC1)=O (4-piperidone monohydrate hydrochloride), 22. The product is COC=1C=C(C=CC1OC)S(=O)(=O)N1CCC(CC1)=O (1-(3,4-Dimethoxy-benzenesulfonyl)-piperidin-4-one). As a reaction SMILES: [CH3:1][O:2][C:3]1[CH:4]=[C:5]([S:11](Cl)(=[O:13])=[O:12])[CH:6]=[CH:7][C:8]=1[O:9][CH3:10].Cl.O.[NH:17]1[CH2:22][CH2:21][C:20](=[O:23])[CH2:19][CH2:18]1>>[CH3:1][O:2][C:3]1[CH:4]=[C:5]([S:11]([N:17]2[CH2:22][CH2:21][C:20](=[O:23])[CH2:19][CH2:18]2)(=[O:13])=[O:12])[CH:6]=[CH:7][C:8]=1[O:9][CH3:10] |f:1.2.3|. Procedure details: The title compound was prepared from 3,4-dimethoxybezenesulfonyl chloride and 4-piperidone monohydrate hydrochloride according to the procedure of Intemediate 22 as a white solid; 1H NMR (CDCl3) δ 2.55 (t, J=6.15 Hz, 4H), 3.40 (t, J=6.15 Hz, 4H), 3.93 (s, 3H), 3.95 (s, 3H), 6.97 (d, J=8.46 Hz, 1H), 7.23 (d, J=2.04 Hz, 1H), 7.41 (dd, J=2.10 Hz, 8.49 Hz, 1H); MS (ES) m/z 299.9 (MH+); HRMS for C13H17NO5S: 299.0834; Anal. Calcd. for C13H17NO5S: C, 52.16; H, 5.72; N, 4.68. Found: C, 52.13; H, 5.80; N... Starting materials: NC[C@H]1N(CCC[C@H]1C)C(=O)C1=C(C=C(C=C1)C)N1N=CC=N1 (((2S,3R)-2-(aminomethyl)-3-methylpiperidin-1-yl)(4-methyl-2-(2H-1,2,3-triazol-2-yl)phenyl)methanone), ClC1=NC=C(C=N1)Cl (2,5-dichloropyrimidine). Yields the product ClC=1C=NC(=NC1)NC[C@H]1N(CCC[C@H]1C)C(=O)C1=C(C=C(C=C1)C)N1N=CC=N1 (((2S,3R)-2-(((5-Chloropyrimidin-2-yl)amino)methyl)-3-methylpiperidin-1-yl)(4-methyl-2-(2H-1,2,3-triazol-2-yl)phenyl)methanone). As a reaction SMILES: [NH2:1][CH2:2][C@@H:3]1[C@H:8]([CH3:9])[CH2:7][CH2:6][CH2:5][N:4]1[C:10]([C:12]1[CH:17]=[CH:16][C:15]([CH3:18])=[CH:14][C:13]=1[N:19]1[N:23]=[CH:22][CH:21]=[N:20]1)=[O:11].Cl[C:25]1[N:30]=[CH:29][C:28]([Cl:31])=[CH:27][N:26]=1>>[Cl:31][C:28]1[CH:27]=[N:26][C:25]([NH:1][CH2:2][C@@H:3]2[C@H:8]([CH3:9])[CH2:7][CH2:6][CH2:5][N:4]2[C:10]([C:12]2[CH:17]=[CH:16][C:15]([CH3:18])=[CH:14][C:13]=2[N:19]2[N:23]=[CH:22][CH:21]=[N:20]2)=[O:11])=[N:30][CH:29]=1. Procedure: The title compound was prepared following the same general protocol as described for Example A89 using ((2S,3R)-2-(aminomethyl)-3-methylpiperidin-1-yl)(4-methyl-2-(2H-1,2,3-triazol-2-yl)phenyl)methanone and 2,5-dichloropyrimidine. ESI-MS (m/z): 426 [M+1]+. 1H NMR (300 MHz, DMSO-d6) δ 8.45-6.45 (m, 8H), 4.90-2.70 (m, 5H), 2.35-0.65 (m, 11H). Reactants: ClCCl (dichloromethane), CC1=C(C=CC=C1C)[C@H](C)C=1NC=CN1 (2-[(1S)-1-(2,3-Dimethylphenyl)ethyl]-1H-imidazole), C([O-])([O-])=O.[Cs+].[Cs+] (caesium carbonate), C(C(C)(C)C)(=O)OCCl (chloromethyl pivalate). Run in O (water), CC(=O)C (acetone). Run at time 18 hour. Product: C(C(C)(C)C)(=O)OCN1C(=NC=C1)[C@@H](C)C1=C(C(=CC=C1)C)C ({2-[(1S)-1-(2,3-Dimethylphenyl)ethyl]-1H-imidazol-1-yl}methyl pivalate). As a reaction SMILES: [CH3:1][C:2]1[C:7]([CH3:8])=[CH:6][CH:5]=[CH:4][C:3]=1[C@@H:9]([C:11]1[NH:12][CH:13]=[CH:14][N:15]=1)[CH3:10].C(=O)([O-])[O-].[Cs+].[Cs+].[C:22]([O:28][CH2:29]Cl)(=[O:27])[C:23]([CH3:26])([CH3:25])[CH3:24].ClCCl>CC(C)=O.O>[C:22]([O:28][CH2:29][N:15]1[CH:14]=[CH:13][N:12]=[C:11]1[C@H:9]([C:3]1[CH:4]=[CH:5][CH:6]=[C:7]([CH3:8])[C:2]=1[CH3:1])[CH3:10])(=[O:27])[C:23]([CH3:26])([CH3:25])[CH3:24] |f:1.2.3|. Procedure details: To a mixture of the compound of Example 58 (500 mg, 2.5 mmol) and caesium carbonate (1.79 g, 5.5 mmol) in anhydrous acetone (10 ml) was added chloromethyl pivalate (0.43 ml, 3.0 mmol). The reaction mixture was stirred at room temperature for 18 h. To the mixture was added dichloromethane (10 ml) and water (10 ml) and the two layers were separated. The aqueous phase was extracted with dichloromethane (2×10 ml) and the combined organic phases were dried (MgSO4) and concentrated in vacuo. The reactants are ClC(Cl)(Cl)Cl, CCCCN, C=CC(C)(C)C(C)C(=O)OCC, CN(C)C=O, [Cl-], O, O, O, O, O, O. Product: CCOC(=O)C(C)C(C)(C)C(Cl)CC(Cl)(Cl)Cl. As a reaction SMILES: [C:13]([Cl:14])([Cl:15])([Cl:16])[Cl:17].[CH2:25]([NH2:26])[CH2:27][CH2:28][CH3:29].[CH3:1][CH:2]([C:3](=[O:4])[O:5][CH2:6][CH3:7])[C:8]([CH:9]=[CH2:10])([CH3:11])[CH3:12].[CH3:30][N:31]([CH3:32])[CH:33]=[O:34].[Cl-:24].[OH2:18].[OH2:19].[OH2:20].[OH2:21].[OH2:22].[OH2:23]>>[CH3:1][CH:2]([C:3](=[O:4])[O:5][CH2:6][CH3:7])[C:8]([CH:9]([CH2:10][C:13]([Cl:14])([Cl:15])[Cl:16])[Cl:24])([CH3:11])[CH3:12]. Reactants: C(CC)C=1C=C(C2=C(C(C=C(O2)C(=O)N)=O)C1)CCC (6,8-dipropyl-4-oxo-4H-1-benzopyran-2-carboxamide), Br (hydrogen bromide), C([O-])(O)=O (bicarbonate), C([O-])(O)=O.[Na+] (sodium bicarbonate). As a reaction SMILES: [CH2:1]([C:4]1[CH:5]=[C:6]([CH2:18][CH2:19][CH3:20])[C:7]2[O:12][C:11]([C:13](N)=[O:14])=[CH:10][C:9](=[O:16])[C:8]=2[CH:17]=1)[CH2:2][CH3:3].Br.C(=O)(O)[O-:23].[Na+].C(=O)(O)[O-]>C(O)(=O)C>[CH2:1]([C:4]1[CH:5]=[C:6]([CH2:18][CH2:19][CH3:20])[C:7]2[O:12][C:11]([C:13]([OH:23])=[O:14])=[CH:10][C:9](=[O:16])[C:8]=2[CH:17]=1)[CH2:2][CH3:3] |f:2.3|. Yields the product C(CC)C=1C=C(C2=C(C(C=C(O2)C(=O)O)=O)C1)CCC (6,8-dipropyl-4-oxo-4H-1-benzopyran-2-carboxylic acid). Procedure details: A mixture of 1.0 parts of 6,8-dipropyl-4-oxo-4H-1-benzopyran-2-carboxamide, 20 parts of glacial acetic acid, and 20 parts of a solution of hydrogen bromide (45% weight/volume) in glacial acetic acid was heated at reflux for 3 hours, then the organic layer with saturated sodium bicarbonate solution, followed by acidification of the bicarbonate layer, afforded 0.16 parts of 6,8-dipropyl-4-oxo-4H-1-benzopyran-2-carboxylic acid, melting point 183°-184° C (decomposition). The melting point, IR spectr... The solvent is C(C)(=O)O (acetic acid), C(C)(=O)O (acetic acid). Starting materials: CS(=O)(=O)O (methanesulfonic acid), C=O (formaldehyde), NC1=NC(=NC(=N1)N(C)C)OC (2-amino-4-dimethylamino-6-methoxy-1,3,5-triazine), C1(=CC=C(C=C1)S(=O)O)C (toluene-4-sulfinic acid), [Na] (sodium). Solvent: O (water), CO (methanol). Run at time 30 minute. The product is CN(C1=NC(=NC(=N1)OC)NCS(=O)(=O)C1=CC=C(C=C1)C)C (4-dimethylamino-6-methoxy-2-(4-tolylsulfonyl)methylamino-1,3,5-triazine). Reaction SMILES: [NH2:1][C:2]1[N:7]=[C:6]([N:8]([CH3:10])[CH3:9])[N:5]=[C:4]([O:11][CH3:12])[N:3]=1.[C:13]1([CH3:22])[CH:18]=[CH:17][C:16]([S:19]([OH:21])=[O:20])=[CH:15][CH:14]=1.[Na].[CH3:24]S(O)(=O)=O.C=O>CO.O>[CH3:10][N:8]([CH3:9])[C:6]1[N:5]=[C:4]([O:11][CH3:12])[N:3]=[C:2]([NH:1][CH2:24][S:19]([C:16]2[CH:17]=[CH:18][C:13]([CH3:22])=[CH:14][CH:15]=2)(=[O:21])=[O:20])[N:7]=1 |^1:22|. Reported procedure: 8.5 g (0.05 mole) of 2-amino-4-dimethylamino-6-methoxy-1,3,5-triazine and 9.1 g (0.05 mole) of toluene-4-sulfinic acid, sodium salt, are suspended in 100 ml of methanol and to the stirred suspension are added, in succession, 4.8 g (0.05 mole) of methanesulfonic acid and 4.7 g (0.055 mole) of aqueous 35% formaldehyde. The batch is then stirred for 30 minutes at room temperature and then for another 90 minutes under reflux. After cooling, the mixture is diluted with 1 liter of water and the crysta... The reactants are S(O)(O)(=O)=O (sulfuric acid), NC1=CC=CC=C1 (aniline), NC1=CC=CC=C1 (aniline), C(#N)C1=C(N)C=C(C=C1)C(F)(F)F (2-cyano-5-trifluoromethylaniline), N(=O)[O-].[Na+] (sodium nitrite). Solvent: O (water), O (water), C(C)O (ethanol). Yields the product C(#N)C1=C(C=C(C=C1)C(F)(F)F)NN=NC1=CC=CC=C1 (3-(2-cyano-5-trifluoromethylphenyl)-1-phenyltriazene). As a reaction SMILES: S(=O)(=O)(O)O.[C:6]([C:8]1[CH:14]=[CH:13][C:12]([C:15]([F:18])([F:17])[F:16])=[CH:11][C:9]=1[NH2:10])#[N:7].[N:19]([O-])=O.[Na+].[NH2:23][C:24]1[CH:29]=[CH:28][CH:27]=[CH:26][CH:25]=1>C(O)C.O>[C:6]([C:8]1[CH:14]=[CH:13][C:12]([C:15]([F:16])([F:17])[F:18])=[CH:11][C:9]=1[NH:10][N:19]=[N:23][C:24]1[CH:29]=[CH:28][CH:27]=[CH:26][CH:25]=1)#[N:7] |f:2.3|. Procedure details: A cooled solution of 3.6 ml. of concentrated sulfuric acid and 3.6 ml. of water is added to 3.0 g. (0.016 mol.) of 2-cyano-5-trifluoromethylaniline. The slurry is cooled (ice bath) and stirred and a solution of 1.1 g. (0.016 mol.) of sodium nitrite in 6 ml. of water is added dropwise. The resulting mixture is then added to a solution of 3 ml. of aniline in 120 ml. of ethanol. Additional aniline (6 ml.) is added and the reaction mixture is stirred for 15 minutes. The mixture is poured into 500 ml... The reactants are C(C)(=O)C(C(=O)OCC)C(C(CC(Cl)(Cl)Cl)Cl)(C)C (ethyl 2-acetyl-4,6,6,6-tetrachloro-3,3-dimethylhexanoate), [Na] (Sodium), Cl (hydrogen chloride). Run in C(C)O (ethanol). Run at time 30 minute. Product: C(C)(=O)C1(C(C1(C)C)C=C(Cl)Cl)C(=O)OCC (ethyl 1-acetyl-2-(2,2-dichlorovinyl)3,3-dimethylcyclopropanecarboxylate). The yield is 87.4%. Reaction SMILES: [Na].[C:2]([CH:5]([C:11]([CH3:20])([CH3:19])[CH:12](Cl)[CH2:13][C:14]([Cl:17])([Cl:16])Cl)[C:6]([O:8][CH2:9][CH3:10])=[O:7])(=[O:4])[CH3:3].Cl>C(O)C>[C:2]([C:5]1([C:6]([O:8][CH2:9][CH3:10])=[O:7])[C:11]([CH3:19])([CH3:20])[CH:12]1[CH:13]=[C:14]([Cl:16])[Cl:17])(=[O:4])[CH3:3] |^1:0|. Procedure details: Sodium (0.5 g) was dissolved in 37 ml of absolute ethanol, and 2.9 g of ethyl 2-acetyl-4,6,6,6-tetrachloro-3,3-dimethylhexanoate was added thereto. The mixture was stirred at room temperature for 30 minutes and then heated at a temperature of 50° C. for 24 hours with stirring. The mixture was rendered neutral with an ethereal solution of hydrogen chloride, while cooled with ice and the solvent was distilled off. The resulting residue was dissolved in diethyl ether, and the solution was washed wi...